describe an organic reaction: reactants, conditions, products, and yield From a dataset of the Open Reaction Database (ORD), a public repository of structured organic reaction records. The reactants are C1COCCO1, CCN(Cc1cc(C(F)(F)F)ccc1-c1cc(CC(=O)OC)cc(C(F)(F)F)c1)C(=O)NC, Cl, [Li+], [OH-]. Product: CCN(Cc1cc(C(F)(F)F)ccc1-c1cc(CC(=O)O)cc(C(F)(F)F)c1)C(=O)NC. Reaction SMILES: [CH2:37]1[O:38][CH2:39][CH2:40][O:41][CH2:42]1.[CH3:1][O:2][C:3]([CH2:4][c:5]1[cH:6][c:7](-[c:15]2[c:16]([CH2:25][N:26]([C:27](=[O:28])[NH:29][CH3:30])[CH2:31][CH3:32])[cH:17][c:18]([C:21]([F:22])([F:23])[F:24])[cH:19][cH:20]2)[cH:8][c:9]([C:11]([F:12])([F:13])[F:14])[cH:10]1)=[O:33].[ClH:36].[Li+:35].[OH-:34]>>[O:2]=[C:3]([CH2:4][c:5]1[cH:6][c:7](-[c:15]2[c:16]([CH2:25][N:26]([C:27](=[O:28])[NH:29][CH3:30])[CH2:31][CH3:32])[cH:17][c:18]([C:21]([F:22])([F:23])[F:24])[cH:19][cH:20]2)[cH:8][c:9]([C:11]([F:12])([F:13])[F:14])[cH:10]1)[OH:33]. The reactants are C(C)(=O)C1=CC=CC=C1 (acetophenone), C(#N)CC(=O)OCC (ethyl cyanoacetate), C(C)(=O)[O-].[NH4+] (ammonium acetate), C(C)(=O)O (acetic acid). The solvent is C1(=CC=CC=C1)C (toluene), O (water). Yields the product C(C)OC(C(=C(C)C1=CC=CC=C1)C#N)=O (2-cyano-3-phenyl-but-2-enoic acid ethyl ester). RXN SMILES: [C:1]([C:4]1[CH:9]=[CH:8][CH:7]=[CH:6][CH:5]=1)(=O)[CH3:2].[C:10]([CH2:12][C:13]([O:15][CH2:16][CH3:17])=[O:14])#[N:11].C([O-])(=O)C.[NH4+].C(O)(=O)C>O.C1(C)C=CC=CC=1>[CH2:16]([O:15][C:13](=[O:14])[C:12]([C:10]#[N:11])=[C:1]([C:4]1[CH:9]=[CH:8][CH:7]=[CH:6][CH:5]=1)[CH3:2])[CH3:17] |f:2.3|. Reported procedure: A stirred mixture of acetophenone (180 g, 1.5 mol), ethyl cyanoacetate (170 g, 1.3 mol), ammonium acetate (23.1 g), acetic acid (72 g) and toluene (300 ml) was heated under reflux for 18 hours while water was removed from the reaction by azeotropic distillation. The mixture was allowed to cool to ambient temperature, toluene (100 ml) was added, then the mixture was washed with water (3×100 ml). The combined aqueous washings were shaken with toluene (50 ml), then the combined toluene solutions we... Starting materials: C(C)(C)(C)OC(=O)N1C(C(=C[C@@H]1CO[Si](C)(C)C(C)(C)C)C1=CC=C(C=C1)OC)=O ((5R)-5-(tert-butyl-dimethylsilanyloxymethyl)-3-(4-methoxyphenyl)-2-oxo-2,5-dihydropyrrole-1-carboxylic acid tert-butyl ester). The reagents and catalysts are [Pd] (palladium black). Run in C(C)O (ethanol). Product: C(C)(C)(C)OC(=O)N1C([C@@H](C[C@@H]1CO[Si](C)(C)C(C)(C)C)C1=CC=C(C=C1)OC)=O ((3S, 5R)-5-(tert-butyl-dimethylsilanyloxymethyl)-3-(4-methoxyphenyl)-2-oxopyrrolidine-1-carboxylic acid tert-butyl ester). As a reaction SMILES: [C:1]([O:5][C:6]([N:8]1[C@@H:12]([CH2:13][O:14][Si:15]([C:18]([CH3:21])([CH3:20])[CH3:19])([CH3:17])[CH3:16])[CH:11]=[C:10]([C:22]2[CH:27]=[CH:26][C:25]([O:28][CH3:29])=[CH:24][CH:23]=2)[C:9]1=[O:30])=[O:7])([CH3:4])([CH3:3])[CH3:2]>C(O)C.[Pd]>[C:1]([O:5][C:6]([N:8]1[C@@H:12]([CH2:13][O:14][Si:15]([C:18]([CH3:20])([CH3:21])[CH3:19])([CH3:17])[CH3:16])[CH2:11][C@@H:10]([C:22]2[CH:23]=[CH:24][C:25]([O:28][CH3:29])=[CH:26][CH:27]=2)[C:9]1=[O:30])=[O:7])([CH3:2])([CH3:3])[CH3:4]. Procedure: A solution of (5R)-5-(tert-butyl-dimethylsilanyloxymethyl)-3-(4-methoxyphenyl)-2-oxo-2,5-dihydropyrrole-1-carboxylic acid tert-butyl ester (1.7 grams, 3.9 mmol) in ethanol (100 mL) was treated with palladium black (300 mg) and hydrogenated in a Parr™ shaker at 3 atmospheres pressure overnight. The catalyst was removed by filtration and the solvent was evaporated to provide crude (3S, 5R)-5-(tert-butyl-dimethylsilanyloxymethyl)-3-(4-methoxyphenyl)-2-oxopyrrolidine-1-carboxylic acid tert-butyl est... The reactants are C(C)(C)(C)OC(=O)N1CCC2=C3C=C(NC3=CC=C21)C(=O)OC (methyl 3-(tert-Butyloxycarbonyl)-1,2-dihydro-3H-pyrrolo[3,2-e]indole-7-carboxylate), Cl.CN1CCN(CC1)C(=O)Cl (4-methylpiperazine carbonylchloride hydrochloride), C(C=C)O (allylalcohol), N1=CC=CC=C1 (pyridine). Solvent: C(Cl)Cl (DCM). The product is C(C)(C)(C)OC(=O)N1CCC2=C3C=C(NC3=CC=C21)C(=O)O (3-(tert-butyloxycarbonyl)-1,2-dihydro-3H-pyrrolo[3,2-e]indole-7-carboxylic acid). The yield is 85.8%. As a reaction SMILES: [C:1]([O:5][C:6]([N:8]1[C:19]2[C:11](=[C:12]3[C:16](=[CH:17][CH:18]=2)[NH:15][C:14]([C:20]([O:22]C)=[O:21])=[CH:13]3)[CH2:10][CH2:9]1)=[O:7])([CH3:4])([CH3:3])[CH3:2].Cl.CN1CCN(C(Cl)=O)CC1.C(O)C=C.N1C=CC=CC=1>C(Cl)Cl>[C:1]([O:5][C:6]([N:8]1[C:19]2[C:11](=[C:12]3[C:16](=[CH:17][CH:18]=2)[NH:15][C:14]([C:20]([OH:22])=[O:21])=[CH:13]3)[CH2:10][CH2:9]1)=[O:7])([CH3:4])([CH3:2])[CH3:3] |f:1.2|. Reported procedure: 40 mg (0.27 mMol) of 5 was reacted overnight with 160 mg (0.81 mMol) of commercially available 4-methylpiperazine carbonylchloride hydrochloride in 17 mL of DCM with 1.7 mL of allylalcohol and 214 μL pyridine. The aolvent was evaporated and the crude compound was purified over silica with 5% MeOH/DCM as eluent to give 70 mg (40% yield) of 6. M+1=645.